This data is from the Open Reaction Database (ORD), a public repository of structured organic reaction records. The task is: describe an organic reaction: reactants, conditions, products, and yield As a reaction SMILES: [F:1][C:2]([F:10])([F:9])[C:3]1[N:4]=[C:5]([NH2:8])[S:6][CH:7]=1.[C:11](Cl)(Cl)=[O:12].Cl.[CH3:16][N:17]1[CH2:22][CH2:21][N:20]([C:23]2[CH:28]=[C:27]([C:29]3[CH:38]=[C:37]4[C:32]([CH2:33][CH2:34][NH:35][CH2:36]4)=[CH:31][CH:30]=3)[N:26]=[C:25]([NH2:39])[N:24]=2)[CH2:19][CH2:18]1>>[NH2:39][C:25]1[N:26]=[C:27]([C:29]2[CH:38]=[C:37]3[C:32]([CH2:33][CH2:34][N:35]([C:11]([NH:8][C:5]4[S:6][CH:7]=[C:3]([C:2]([F:10])([F:9])[F:1])[N:4]=4)=[O:12])[CH2:36]3)=[CH:31][CH:30]=2)[CH:28]=[C:23]([N:20]2[CH2:19][CH2:18][N:17]([CH3:16])[CH2:22][CH2:21]2)[N:24]=1 |f:2.3|. Reported procedure: This compound was prepared by using procedures analogous to those described for the synthesis of Example 40 starting from 4-(trifluoromethyl)-1,3-thiazol-2-amine (Oakwood, Cat. #009875), phosgene and 4-(4-methylpiperazin-1-yl)-6-(1,2,3,4-tetrahydroisoquinolin-7-yl)pyrimidin-2-amine HCl salt. Analytic LCMS (M+H)+: m/z=519.2. The product is NC1=NC(=CC(=N1)C1=CC=C2CCN(CC2=C1)C(=O)NC=1SC=C(N1)C(F)(F)F)N1CCN(CC1)C (7-[2-Amino-6-(4-methylpiperazin-1-yl)pyrimidin-4-yl]-N-[4-(trifluoromethyl)-1,3-thiazol-2-yl]-3,4-dihydroisoquinoline-2(1H)-carboxamide). Reactants: FC(C=1N=C(SC1)N)(F)F (4-(trifluoromethyl)-1,3-thiazol-2-amine), C(=O)(Cl)Cl (phosgene), Cl.CN1CCN(CC1)C1=NC(=NC(=C1)C1=CC=C2CCNCC2=C1)N (4-(4-methylpiperazin-1-yl)-6-(1,2,3,4-tetrahydroisoquinolin-7-yl)pyrimidin-2-amine HCl salt). Reactants: FC1=C(C=C(C=C1)C=1C=C(C(N(N1)CC(C)C)=O)COS(=O)(=O)C)C (6-(4-fluoro-3-methylphenyl)-2-isobutyl-4-methanesulfonyloxymethyl-2H-pyridazin-3-one), C(C1=CC=CC=C1)N1CCNCC1 (1-benzylpiperazine). The product is C(C1=CC=CC=C1)N1CCN(CC1)CC=1C(N(N=C(C1)C1=CC(=C(C=C1)F)C)CC(C)C)=O (4-(4-benzyl-1-piperazinyl)methyl-6-(4-fluoro-3-methylphenyl)-2-isobutyl-2H-pyridazin-3-one). Yield: 98.6%. RXN SMILES: [F:1][C:2]1[CH:7]=[CH:6][C:5]([C:8]2[CH:9]=[C:10]([CH2:19]OS(C)(=O)=O)[C:11](=[O:18])[N:12]([CH2:14][CH:15]([CH3:17])[CH3:16])[N:13]=2)=[CH:4][C:3]=1[CH3:25].[CH2:26]([N:33]1[CH2:38][CH2:37][NH:36][CH2:35][CH2:34]1)[C:27]1[CH:32]=[CH:31][CH:30]=[CH:29][CH:28]=1>>[CH2:26]([N:33]1[CH2:38][CH2:37][N:36]([CH2:19][C:10]2[C:11](=[O:18])[N:12]([CH2:14][CH:15]([CH3:17])[CH3:16])[N:13]=[C:8]([C:5]3[CH:6]=[CH:7][C:2]([F:1])=[C:3]([CH3:25])[CH:4]=3)[CH:9]=2)[CH2:35][CH2:34]1)[C:27]1[CH:28]=[CH:29][CH:30]=[CH:31][CH:32]=1. Reported procedure: Following the procedure of Example 1(10), 6-(4-fluoro-3-methylphenyl)-2-isobutyl-4-methanesulfonyloxymethyl-2H-pyridazin-3-one and 1-benzylpiperazine were reacted to yield the title compound as a pale yellow oil (yield: 98.6%). Starting materials: NC=1C=C(C=NC1)C#N (5-amino-3-cyanopyridine), C(C)=O (acetaldehyde), C([O-])([O-])=O.[Na+].[Na+] (sodium carbonate), C(#N)[BH3-].[Na+] (sodium cyanoborohydride). The solvent is CO (methanol), C(C)(=O)O (acetic acid). Reaction conditions: time 10 minute. The product is C(#N)C=1C=NC=C(C1)NCC (3-cyano-5-ethylaminopyridine). Isolated yield 54.0%. Reaction SMILES: [NH2:1][C:2]1[CH:3]=[C:4]([C:8]#[N:9])[CH:5]=[N:6][CH:7]=1.[CH:10](=O)[CH3:11].C([BH3-])#N.[Na+].C(=O)([O-])[O-].[Na+].[Na+]>CO.C(O)(=O)C>[C:8]([C:4]1[CH:5]=[N:6][CH:7]=[C:2]([NH:1][CH2:10][CH3:11])[CH:3]=1)#[N:9] |f:2.3,4.5.6|. Procedure details: To a solution of 5-amino-3-cyanopyridine (300 mg, 2.52 mmol) in methanol (10 ml) was added acetaldehyde (1.42 ml, 25.1 mmol), and the mixture was stirred at room temperature for 10 minutes. Next, sodium cyanoborohydride (950 mg, 15.1 mmol) was added, and acetic acid was further added to adjust the pH of thereaction mixture to about 6. The mixture was stirred for 5 hours. After the reaction was completed, the reaction mixture was neutralized with an aqueous sodium carbonate solution and extracted... Reactants: CS(C)=O, NC1CC1, Cl, O=C(O)Cc1cc([N+](=O)[O-])cc(F)c1F. Product: O=C1Cc2cc([N+](=O)[O-])cc(F)c2N1C1CC1. RXN SMILES: [CH3:21][S:22]([CH3:23])=[O:24].[CH:16]1([NH2:19])[CH2:17][CH2:18]1.[ClH:20].[F:1][c:2]1[c:3]([CH2:12][C:13](=[O:14])[OH:15])[cH:4][c:5]([N+:9](=[O:10])[O-:11])[cH:6][c:7]1[F:8]>>[c:2]12[c:3]([cH:4][c:5]([N+:9](=[O:10])[O-:11])[cH:6][c:7]1[F:8])[CH2:12][C:13](=[O:15])[N:19]2[CH:16]1[CH2:17][CH2:18]1. The reactants are O=c1[nH]nc(Cl)c2cc(Br)ccc12, CC(C)(C)[O-], CCOC(C)=O, [Na+], O=C(C=Cc1ccccc1)C=Cc1ccccc1, O=C(C=Cc1ccccc1)C=Cc1ccccc1, O=C(C=Cc1ccccc1)C=Cc1ccccc1, [Pd], [Pd], NCc1cccc(-c2ccccc2)c1. Product: O=c1[nH]nc(Cl)c2cc(NCc3cccc(-c4ccccc4)c3)ccc12. RXN SMILES: [Br:1][c:2]1[cH:3][c:4]2[c:5]([Cl:13])[n:6][nH:7][c:8](=[O:12])[c:9]2[cH:10][cH:11]1.[CH3:28][C:29]([CH3:30])([O-:31])[CH3:32].[CH3:34][CH2:35][O:36][C:37]([CH3:38])=[O:39].[Na+:33].[O:42]=[C:43]([CH:44]=[CH:45][c:46]1[cH:47][cH:48][cH:49][cH:50][cH:51]1)[CH:52]=[CH:53][c:54]1[cH:55][cH:56][cH:57][cH:58][cH:59]1.[O:60]=[C:61]([CH:62]=[CH:63][c:64]1[cH:65][cH:66][cH:67][cH:68][cH:69]1)[CH:70]=[CH:71][c:72]1[cH:73][cH:74][cH:75][cH:76][cH:77]1.[O:78]=[C:79]([CH:80]=[CH:81][c:82]1[cH:83][cH:84][cH:85][cH:86][cH:87]1)[CH:88]=[CH:89][c:90]1[cH:91][cH:92][cH:93][cH:94][cH:95]1.[Pd:40].[Pd:41].[c:14]1(-[c:20]2[cH:21][c:22]([CH2:23][NH2:24])[cH:25][cH:26][cH:27]2)[cH:15][cH:16][cH:17][cH:18][cH:19]1>>[c:2]1([NH:24][CH2:23][c:22]2[cH:21][c:20](-[c:14]3[cH:15][cH:16][cH:17][cH:18][cH:19]3)[cH:27][cH:26][cH:25]2)[cH:3][c:4]2[c:5]([Cl:13])[n:6][nH:7][c:8](=[O:12])[c:9]2[cH:10][cH:11]1. The reactants are ClC1=NC=C(C(=O)Cl)C=C1 (6-Chloronicotinoyl chloride), FC1=CC=C(NC)C=C1 (4-fluoro-N-methylaniline), C1CCC2=NCCCN2CC1 (DBU). The solvent is CN(C)C=O (DMF), CN(C)C=O (DMF). Run at time 90 minute. Product: ClC1=NC=C(C(=O)N(C)C2=CC=C(C=C2)F)C=C1 (6-Chloro-N-(4-fluoro-phenyl)-N-methyl-nicotinamide), solid. The yield is 77.0%. As a reaction SMILES: [Cl:1][C:2]1[CH:10]=[CH:9][C:5]([C:6](Cl)=[O:7])=[CH:4][N:3]=1.[F:11][C:12]1[CH:19]=[CH:18][C:15]([NH:16][CH3:17])=[CH:14][CH:13]=1.C1CCN2C(=NCCC2)CC1>CN(C=O)C>[Cl:1][C:2]1[CH:10]=[CH:9][C:5]([C:6]([N:16]([C:15]2[CH:18]=[CH:19][C:12]([F:11])=[CH:13][CH:14]=2)[CH3:17])=[O:7])=[CH:4][N:3]=1. Reported procedure: 6-Chloronicotinoyl chloride (353 mg, 2.0 mmol) was dissolved in anhydrous DMF (2 mL) and slowly added to a stirring solution of 4-fluoro-N-methylaniline (242 μL, 2.0 mmol) and DBU (300 μL, 2.0 mmol) in anhydrous DMF (2 mL). After 90 minutes, the DMF was removed in vacu and the reaction was partitioned between ethyl acetate and water. The ethyl acetate layer was washed with water and brine, dried over sodium sulfate, filtered, and dried in vacu. The crude solid was purified by silica plug (1:1 et... The reactants are O=C1COC2=C(N1)C=C(C=C2)C(=O)O (3-oxo-3,4-dihydro-2H-benzo[1,4]oxazine-6-carboxylic acid), COC1=CC=C2N=CC(=NC2=C1)SCCN1CCC(CC1)N (1-[2-(7-methoxy-quinoxalin-2-ylsulfanyl)-ethyl]-piperidin-4-ylamine). Yields the product solid, COC1=CC=C2N=CC(=NC2=C1)SCCN1CCC(CC1)NC(=O)C=1C=CC2=C(NC(CO2)=O)C1 (3-oxo-3,4-dihydro-2H-benzo[1,4]oxazine-6-carboxylic acid {1-[2-(7-methoxy-quinoxalin-2-ylsulfanyl)-ethyl]-piperidin-4-yl}-amide). Isolated yield 38.0%. Reaction SMILES: [O:1]=[C:2]1[NH:7][C:6]2[CH:8]=[C:9]([C:12]([OH:14])=O)[CH:10]=[CH:11][C:5]=2[O:4][CH2:3]1.[CH3:15][O:16][C:17]1[CH:26]=[C:25]2[C:20]([N:21]=[CH:22][C:23]([S:27][CH2:28][CH2:29][N:30]3[CH2:35][CH2:34][CH:33]([NH2:36])[CH2:32][CH2:31]3)=[N:24]2)=[CH:19][CH:18]=1>>[CH3:15][O:16][C:17]1[CH:26]=[C:25]2[C:20]([N:21]=[CH:22][C:23]([S:27][CH2:28][CH2:29][N:30]3[CH2:31][CH2:32][CH:33]([NH:36][C:12]([C:9]4[CH:10]=[CH:11][C:5]5[O:4][CH2:3][C:2](=[O:1])[NH:7][C:6]=5[CH:8]=4)=[O:14])[CH2:34][CH2:35]3)=[N:24]2)=[CH:19][CH:18]=1. Procedure details: The title compound is prepared as an off-white solid (42 mg, 38% yield) following Scheme 3 and in analogy to Example 35 using 3-oxo-3,4-dihydro-2H-benzo[1,4]oxazine-6-carboxylic acid (42 mg, 0.22 mmol 1.0 eq) and 1-[2-(7-methoxy-quinoxalin-2-ylsulfanyl)-ethyl]-piperidin-4-ylamine (70 mg, 0.22 mmol, 1.0 eq) as starting materials. RXN SMILES: [CH3:33][c:34]1[cH:35][cH:36][cH:37][cH:38][cH:39]1.[CH:19]([N:20]([CH:21]([CH3:22])[CH3:23])[CH2:24][CH3:25])([CH3:26])[CH3:27].[F:1][c:2]1[cH:3][cH:4][c:5](-[c:8]2[cH:9][cH:10][c:11]3[n:12][cH:13][nH:14][c:15](=[O:18])[c:16]3[n:17]2)[cH:6][cH:7]1.[P:28]([Cl:29])([Cl:30])([Cl:31])=[O:32]>>[F:1][c:2]1[cH:3][cH:4][c:5](-[c:8]2[cH:9][cH:10][c:11]3[n:12][cH:13][n:14][c:15]([Cl:30])[c:16]3[n:17]2)[cH:6][cH:7]1. The product is Fc1ccc(-c2ccc3ncnc(Cl)c3n2)cc1. Starting materials: Cc1ccccc1, CCN(C(C)C)C(C)C, O=c1[nH]cnc2ccc(-c3ccc(F)cc3)nc12, O=P(Cl)(Cl)Cl. Reactants: Clc1ncnc2[nH]cc(Br)c12, [Li]CCCC, C1CCOC1, CSSC, [Cl-], [NH4+]. Product: CSc1c[nH]c2ncnc(Cl)c12. RXN SMILES: [Br:1][c:2]1[cH:3][nH:4][c:5]2[n:6][cH:7][n:8][c:9]([Cl:11])[c:10]12.[CH2:12]([Li:13])[CH2:14][CH2:15][CH3:16].[CH2:21]1[O:22][CH2:23][CH2:24][CH2:25]1.[CH3:17][S:18][S:19][CH3:20].[Cl-:26].[NH4+:27]>>[c:2]1([S:18][CH3:17])[cH:3][nH:4][c:5]2[n:6][cH:7][n:8][c:9]([Cl:11])[c:10]12.